Task: describe an organic reaction: reactants, conditions, products, and yield. Dataset: the Open Reaction Database (ORD), a public repository of structured organic reaction records Reactants: C(=O)(OC(C)(C)C)N[C@H](CCCNC(=O)OCC1=CC=CC=C1)C(=O)N[C@@H](CO)C1=CC=CC=C1 ((R)-N2 -(Boc)-N5 -(Cbz)-(R)-N-(2-hydroxy-1-phenylethyl)ornithine amide), Cl.CCOC(=O)C (HCl EtOAc). Solvent: CO (MeOH). Yields the product Cl.C(=O)(OCC1=CC=CC=C1)NCCC[C@@H](N)C(=O)N[C@@H](CO)C1=CC=CC=C1 ((R)-N5 -(Cbz)-(R)-N-(2-hydroxy-1-phenylethyl)ornithine amide hydrochloride). As a reaction SMILES: C([NH:8][C@@H:9]([C:24]([NH:26][C@H:27]([C:30]1[CH:35]=[CH:34][CH:33]=[CH:32][CH:31]=1)[CH2:28][OH:29])=[O:25])[CH2:10][CH2:11][CH2:12][NH:13][C:14]([O:16][CH2:17][C:18]1[CH:23]=[CH:22][CH:21]=[CH:20][CH:19]=1)=[O:15])(OC(C)(C)C)=O.[ClH:36].CCOC(C)=O>CO>[ClH:36].[C:14]([NH:13][CH2:12][CH2:11][CH2:10][C@H:9]([C:24]([NH:26][C@H:27]([C:30]1[CH:31]=[CH:32][CH:33]=[CH:34][CH:35]=1)[CH2:28][OH:29])=[O:25])[NH2:8])([O:16][CH2:17][C:18]1[CH:19]=[CH:20][CH:21]=[CH:22][CH:23]=1)=[O:15] |f:1.2,4.5|. Reported procedure: Prepared according to the method described in Example 1(b) above from (R)-N2 -(Boc)-N5 -(Cbz)-(R)-N-(2-hydroxy-1-phenylethyl)ornithine amide (3.8 g; 7.82 mmol; from step (a) above), 50 mL of MeOH and 100 mL of HCl/EtOAc, isolating 2.68 g of the sub-title compound as white crystals. Run in C(Cl)Cl (methylene chloride), C(Cl)Cl (methylene chloride), C(Cl)Cl (methylene chloride). Reaction conditions: temperature -10 celsius, time 1 minute. RXN SMILES: [Br:1][C:2]([Br:5])(Br)Br.C1(P(C2C=CC=CC=2)C2C=CC=CC=2)C=CC=CC=1.[CH2:25]([C:30]1[CH:35]=[CH:34][C:33]([C@H:36]2[CH2:41][CH2:40][C@H:39]([CH:42]=O)[CH2:38][CH2:37]2)=[CH:32][CH:31]=1)[CH2:26][CH2:27][CH2:28][CH3:29].CCCCCC>C(Cl)Cl>[Br:1][C:2]([Br:5])=[CH:42][C@H:39]1[CH2:38][CH2:37][C@H:36]([C:33]2[CH:32]=[CH:31][C:30]([CH2:25][CH2:26][CH2:27][CH2:28][CH3:29])=[CH:35][CH:34]=2)[CH2:41][CH2:40]1. Yields the product residue, BrC(=C[C@@H]1CC[C@H](CC1)C1=CC=C(C=C1)CCCCC)Br (1-[trans-4-(2,2-dibromovinyl)cyclohexyl)-4-pentylbenzene). The yield is 16.1%. Procedure: A solution of 5.0 g of tetrabromomethane in 60 ml of methylene chloride was placed a -10° C. in a sulphonation flask under argon gasification and treated within 5 minutes with a solution of 7.9 g of triphenylphosphine in 20 ml of methylene chloride. The resulting clear orange solution was stirred at -10° C. for a further 1 minute and then a solution of 1.95 g of trans-4-(p-pentylphenyl)cyclohexanecarboxaldehyde in 20 ml of methylene chloride was added dropwise within 3 minutes. The mixture was s... Starting materials: BrC(Br)(Br)Br (tetrabromomethane), C1(=CC=CC=C1)P(C1=CC=CC=C1)C1=CC=CC=C1 (triphenylphosphine), C(CCCC)C1=CC=C(C=C1)[C@@H]1CC[C@H](CC1)C=O (trans-4-(p-pentylphenyl)cyclohexanecarboxaldehyde), CCCCCC (hexane).